This data is from the Open Reaction Database (ORD), a public repository of structured organic reaction records. The task is: describe an organic reaction: reactants, conditions, products, and yield The reactants are [N+](=O)([O-])C=1C=C2C(C(=O)N(C2=O)CC(=O)O)=CC1 ((4-nitrophthalimido)acetic acid), S(=O)(Cl)Cl (thionyl chloride). The product is [N+](=O)([O-])C=1C=C2C(C(=O)N(C2=O)CC(=O)Cl)=CC1 ((4-nitrophthalimido)acetyl chloride). As a reaction SMILES: [N+:1]([C:4]1[CH:5]=[C:6]2[C:11](=[O:12])[N:10]([CH2:13][C:14](O)=[O:15])[C:8](=[O:9])[C:7]2=[CH:17][CH:18]=1)([O-:3])=[O:2].S(Cl)([Cl:21])=O>>[N+:1]([C:4]1[CH:5]=[C:6]2[C:11](=[O:12])[N:10]([CH2:13][C:14]([Cl:21])=[O:15])[C:8](=[O:9])[C:7]2=[CH:17][CH:18]=1)([O-:3])=[O:2]. Procedure details: A mixture of (4-nitrophthalimido)acetic acid (2.17 g, 8.7 mmol) and thionyl chloride (5 mL) was refluxed for 80 minutes. The reaction mixture was cooled and, then, concentrated under reduced pressure to give a crude product of (4-nitrophthalimido)acetyl chloride. The crude product was dissolved, while heating, in 1,2-dichloroethane (10 mL). The solution was added (dropwise to a solution of (3aR*,10aS*)-9-benzyl-2,3,3a,4,9,10a-hexahydrobenzo[b]cyclopenta[e][1,4]-diazepin-10(1H)-one (2.30 g, 7.9 m... Reactants: C(C)(=O)Cl (Acetyl chloride), N1CC(C1)C1=CC=C(C=C1)[C@@H](CC(=O)C1=CC(=NC=C1)C)C1=C(C=CC=C1)C ((R)-3-(4-(Azetidin-3-yl)phenyl)-1-(2-methylpyridin-4-yl)-3-o-tolylpropan-1-one), C(C)(C)N(C(C)C)CC (N,N-diisopropylethylamine). The solvent is ClCCl (dichloromethane). Yields the product C(C)(=O)N1CC(C1)C1=CC=C(C=C1)[C@@H](CC(=O)C1=CC(=NC=C1)C)C1=C(C=CC=C1)C ((R)-3-(4-(1-Acetylazetidin-3-yl)phenyl)-1-(2-methylpyridin-4-yl)-3-o-tolylpropan-1-one). Yield: 24.4%. As a reaction SMILES: [C:1](Cl)(=[O:3])[CH3:2].[NH:5]1[CH2:8][CH:7]([C:9]2[CH:14]=[CH:13][C:12]([C@H:15]([C:26]3[CH:31]=[CH:30][CH:29]=[CH:28][C:27]=3[CH3:32])[CH2:16][C:17]([C:19]3[CH:24]=[CH:23][N:22]=[C:21]([CH3:25])[CH:20]=3)=[O:18])=[CH:11][CH:10]=2)[CH2:6]1.C(N(CC)C(C)C)(C)C>ClCCl>[C:1]([N:5]1[CH2:8][CH:7]([C:9]2[CH:14]=[CH:13][C:12]([C@H:15]([C:26]3[CH:31]=[CH:30][CH:29]=[CH:28][C:27]=3[CH3:32])[CH2:16][C:17]([C:19]3[CH:24]=[CH:23][N:22]=[C:21]([CH3:25])[CH:20]=3)=[O:18])=[CH:11][CH:10]=2)[CH2:6]1)(=[O:3])[CH3:2]. Reported procedure: Acetyl chloride (30 mg) was added at room temperature to a solution of (R)-3-(4-(azetidin-3-yl)phenyl)-1-(2-methylpyridin-4-yl)-3-o-tolylpropan-1-one (example 482, step 1; 70 mg) and N,N-diisopropylethylamine (98 mg) in dichloromethane (4 mL), then after 2 h the reaction mixture was partitioned between sat. aq. sodium hydrogencarbonate solution and dichloromethane. The organic layer was washed with brine, dried over sodium sulfate, filtered, and evaporated. Flash chromatography (silica gel, 10 g...